The task is: describe an organic reaction: reactants, conditions, products, and yield. This data is from the Open Reaction Database (ORD), a public repository of structured organic reaction records. Starting materials: FC(C(F)(F)F)(F)P(C(C(F)(F)F)(F)F)Cl (bis(pentafluoroethyl)phosphinous acid chloride), P(C(F)(F)C(F)(F)F)(C(F)(F)C(F)(F)F)Cl ((C2F5)2PCl), C(CCC)[SnH](CCCC)CCCC (tributyltin hydride), [SnH](CCCC)(CCCC)CCCC ((n-C4H9)3SnH). Run in BrCCCCCCBr (1,6-dibromohexane). Run at time 1 hour. The product is FC(C(F)(F)F)(F)PC(C(F)(F)F)(F)F (Bis(pentafluoroethyl)phosphine). Reaction SMILES: [F:1][C:2]([P:8](Cl)[C:9]([F:15])([F:14])[C:10]([F:13])([F:12])[F:11])([F:7])[C:3]([F:6])([F:5])[F:4].C([SnH](CCCC)CCCC)CCC>BrCCCCCCBr>[F:7][C:2]([PH:8][C:9]([F:14])([F:15])[C:10]([F:11])([F:12])[F:13])([F:1])[C:3]([F:6])([F:5])[F:4]. Procedure: 0.3 g (1.0 mmol) of bis(pentafluoroethyl)phosphinous acid chloride, (C2F5)2PCl, obtainable in accordance with Example 2, is condensed into a degassed solution of 0.61 g (2.0 mmol) of tributyltin hydride, (n-C4H9)3SnH, in 1,6-dibromohexane. The mixture is stirred at room temperature for one hour, and the volatile compounds are subsequently removed under dynamic vacuum conditions. Three cold traps are used: −30° C., −78° C. and −196° C. The cold trap at −196° C. contains a colourless liquid, bis(p... Reactants: S(=O)(=O)(Cl)Cl (sulfuryl chloride), 186.5, ClC1=C(C=CC=C1)NC(=S)N (2-chlorophenylthiourea), C1(=CC=CC=C1)C (toluene), C([O-])([O-])=O.[Na+].[Na+] (sodium carbonate). Solvent: ClC1=CC=CC=C1 (chlorobenzene). Run at temperature 20 celsius. Product: NC=1SC2=C(N1)C(=CC=C2)Cl (2-amino-4-chlorobenzothiazole). RXN SMILES: S(Cl)(Cl)(=O)=O.[Cl:6][C:7]1[CH:12]=[CH:11][CH:10]=[CH:9][C:8]=1[NH:13][C:14]([NH2:16])=[S:15].C1(C)C=CC=CC=1.C(=O)([O-])[O-].[Na+].[Na+]>ClC1C=CC=CC=1>[NH2:16][C:14]1[S:15][C:9]2[CH:10]=[CH:11][CH:12]=[C:7]([Cl:6])[C:8]=2[N:13]=1 |f:3.4.5|. Reported procedure: 210 Parts of sulfuryl chloride were added within about 2 hours at a temperature of 35°-40° C. to a stirred mixture of 186.5 parts of 2-chlorophenylthiourea, 500 parts of toluene, 300 parts of chlorobenzene and 11 parts of sodium carbonate. The gas development being terminated, 250 parts of water were added, the solvent mixture was distilled off with steam, and the remaining aqueous phase was combined with 500 parts of 30% hydrochloric acid. Filtration from the undissolved matter was carried out ... Reactants: ClC1=C(C=CC=C1)C=1C(=NC=2N(C1C1=CC=C(C=C1)Cl)N=C(C2C(NC2CCCC2)=O)S(=O)(=O)C)OC (6-(2-chlorophenyl)-7-(4-chlorophenyl)-3-(N-cyclopentylcarbamoyl)-5-methoxy-2-methylsulfonylpyrazolo[1,5-a]pyrimidine), C[O-].[Na+] (sodium methoxide), C(Cl)(Cl)Cl (chloroform), O (water). The solvent is CO.O1CCCC1 (methanol tetrahydrofuran). Conditions: temperature 100 celsius, time 2 hour. Product: ClC1=C(C=CC=C1)C=1C(=NC=2N(C1C1=CC=C(C=C1)Cl)N=C(C2C(NC2CCCC2)=O)OC)OC (6-(2-chlorophenyl)-7-(4-chlorophenyl)-3-(N-cyclopentylcarbamoyl)-2,5-dimethoxypyrazolo[1,5-a]pyrimidine). Isolated yield 81.1%. Reaction SMILES: [Cl:1][C:2]1[CH:7]=[CH:6][CH:5]=[CH:4][C:3]=1[C:8]1[C:9]([O:36][CH3:37])=[N:10][C:11]2[N:12]([N:21]=[C:22](S(C)(=O)=O)[C:23]=2[C:24](=[O:31])[NH:25][CH:26]2[CH2:30][CH2:29][CH2:28][CH2:27]2)[C:13]=1[C:14]1[CH:19]=[CH:18][C:17]([Cl:20])=[CH:16][CH:15]=1.[CH3:38][O-:39].[Na+].C(Cl)(Cl)Cl.O>CO.O1CCCC1>[Cl:1][C:2]1[CH:7]=[CH:6][CH:5]=[CH:4][C:3]=1[C:8]1[C:9]([O:36][CH3:37])=[N:10][C:11]2[N:12]([N:21]=[C:22]([O:39][CH3:38])[C:23]=2[C:24](=[O:31])[NH:25][CH:26]2[CH2:30][CH2:29][CH2:28][CH2:27]2)[C:13]=1[C:14]1[CH:19]=[CH:18][C:17]([Cl:20])=[CH:16][CH:15]=1 |f:1.2,5.6|. Procedure: To a solution of the compound obtained in Example 36 (24 mg) in methanol/tetrahydrofuran (2 mL/1 mL) was added sodium methoxide (23 mg) and the mixture was stirred at 100° C. for 2 hours in a microwave reactor. After cooling to room temperature, to the reaction mixture was added chloroform and water and the organic layer was separated and concentrated in vacuo and the resultant crude product was purified by a column chromatography on NH-silica gel (Chromatorex NH-silica gel/Fuji Silicia Chem., s... Starting materials: O.C1(=CC=C(C=C1)S(=O)(=O)O)C (p-toluenesulfonic acid monohydrate), COC=1C=C(C(=O)N(CCOC2OCCCC2)C2=C(C=CC=C2)OC)C=CC1 (3-Methoxy-N-(2-methoxyphenyl)-N-(2-tetrahydropyranyloxyethyl)benzamide), C([O-])(O)=O.[Na+] (sodium bicarbonate). Solvent: CO (methanol). Run at time 3 hour. Product: OCCN(C(C1=CC(=CC=C1)OC)=O)C1=C(C=CC=C1)OC (N-(2-Hydroxyethyl)-3-methoxy-N-(2-methoxyphenyl)benzamide). Isolated yield 86.8%. RXN SMILES: [CH3:1][O:2][C:3]1[CH:4]=[C:5]([CH:26]=[CH:27][CH:28]=1)[C:6]([N:8]([C:18]1[CH:23]=[CH:22][CH:21]=[CH:20][C:19]=1[O:24][CH3:25])[CH2:9][CH2:10][O:11]C1CCCCO1)=[O:7].O.C1(C)C=CC(S(O)(=O)=O)=CC=1.C(=O)(O)[O-].[Na+]>CO>[OH:11][CH2:10][CH2:9][N:8]([C:18]1[CH:23]=[CH:22][CH:21]=[CH:20][C:19]=1[O:24][CH3:25])[C:6](=[O:7])[C:5]1[CH:26]=[CH:27][CH:28]=[C:3]([O:2][CH3:1])[CH:4]=1 |f:1.2,3.4|. Reported procedure: 3-Methoxy-N-(2-methoxyphenyl)-N-(2-tetrahydropyranyloxyethyl)benzamide (501 mg, 1.30 mmol) was dissolved in methanol (4 ml) to which was subsequently added a catalytically effective amount of p-toluenesulfonic acid monohydrate and stirred for 3 hours at room temperature. The reaction solution was mixed with saturated sodium bicarbonate aqueous solution (10 ml) and extracted with ether, and then washed with water and saturated brine. The resulting organic layer was dried on anhydrous magnesium su... Reaction SMILES: [O:1]=[CH:2][C@@H:3]([C@H:5]([C@@H:7]([C@@H:9]([CH2:11][OH:12])[OH:10])[OH:8])[OH:6])[OH:4].C(=O)([O-])O.[Na+]>CC(C)=O>[CH3:2][C:3]1([CH3:5])[O:4][C@@H:3]([C@H:5]2[O:6][C@@H:11]3[O:12][C:9]([CH3:11])([CH3:7])[O:10][C@@H:9]3[C@H:7]2[OH:8])[CH2:2][O:1]1 |f:1.2|. Reactants: O=C[C@H](O)[C@@H](O)[C@H](O)[C@H](O)CO (D-glucose), cupric chloride, C(O)([O-])=O.[Na+] (sodium hydrogencarbonate). Procedure: To 250 ml of acetone were added 10.0 g of D-glucose and 125 mg of anhydrous cupric chloride, and the mixture was stirred for 9 hours under reflux in a warm-water bath at 57° to 58° C. The refluxing solvent was continuously dried with 20 g of molecular sieves 3A which was placed between the reaction vessel and the cooling tube. After the conclusion of the reaction, a small amount of aqueous sodium hydrogencarbonate was added to the reaction mixture, and the acetone was distilled off under reduced... Run in CC(=O)C (acetone). Reaction conditions: time 9 hour. Yield: 171.7%. Product: CC1(OC[C@@H](O1)[C@@H]2[C@@H]([C@@H]3[C@H](O2)OC(O3)(C)C)O)C (1,2:5,6-di-O-isopropylidene-α-D-glucofuranose). Reactants: CC[SiH](CC)CC, COCCCOc1cc(C(=O)C(CC=CCC(C(=O)O)C(C)C)C(C)C)ccc1OC, ClCCCl, O. Product: COCCCOc1cc(CC(CC=CCC(C(=O)O)C(C)C)C(C)C)ccc1OC. RXN SMILES: [CH2:32]([SiH:33]([CH2:34][CH3:35])[CH2:36][CH3:37])[CH3:38].[CH:1]([CH3:2])([CH3:3])[CH:4]([C:5](=[O:6])[OH:7])[CH2:8][CH:9]=[CH:10][CH2:11][CH:12]([CH:13]([CH3:14])[CH3:15])[C:16]([c:17]1[cH:18][c:19]([O:25][CH2:26][CH2:27][CH2:28][O:29][CH3:30])[c:20]([O:23][CH3:24])[cH:21][cH:22]1)=[O:31].[Cl:40][CH2:41][CH2:42][Cl:43].[OH2:39]>>[CH:1]([CH3:2])([CH3:3])[CH:4]([C:5](=[O:6])[OH:7])[CH2:8][CH:9]=[CH:10][CH2:11][CH:12]([CH:13]([CH3:14])[CH3:15])[CH2:16][c:17]1[cH:18][c:19]([O:25][CH2:26][CH2:27][CH2:28][O:29][CH3:30])[c:20]([O:23][CH3:24])[cH:21][cH:22]1.